describe an organic reaction: reactants, conditions, products, and yield From a dataset of the Open Reaction Database (ORD), a public repository of structured organic reaction records. Reactants: C(C1=CC=CC=C1)ONC(CCCCCCCOC1=CC=2NC3=CC=CC=C3C2C=C1)=O (8-(9H-carbazol-2-yloxy)-octanoic acid benzyloxyamide). Reagents/catalysts: [Pd] (palladium on barium sulfate). The solvent is O1CCCC1 (tetrahydrofuran). Product: ONC(CCCCCCCOC1=CC=2NC3=CC=CC=C3C2C=C1)=O (8-(9H-Carbazol-2-yloxy)-octanoic Acid Hydroxyamide). The yield is 0.0%. RXN SMILES: C([O:8][NH:9][C:10](=[O:32])[CH2:11][CH2:12][CH2:13][CH2:14][CH2:15][CH2:16][CH2:17][O:18][C:19]1[CH:31]=[CH:30][C:29]2[C:28]3[C:23](=[CH:24][CH:25]=[CH:26][CH:27]=3)[NH:22][C:21]=2[CH:20]=1)C1C=CC=CC=1>O1CCCC1.[Pd]>[OH:8][NH:9][C:10](=[O:32])[CH2:11][CH2:12][CH2:13][CH2:14][CH2:15][CH2:16][CH2:17][O:18][C:19]1[CH:31]=[CH:30][C:29]2[C:28]3[C:23](=[CH:24][CH:25]=[CH:26][CH:27]=3)[NH:22][C:21]=2[CH:20]=1. Reported procedure: In a manner anologous to that of example 1(c), 8-(9H-carbazol-2-yloxy)-octanoic acid benzyloxyamide (90 mg, 430 mmol) in tetrahydrofuran was hydrogenated in the presence of palladium on barium sulfate to give the title compound as a crystalline solid (16 mg). MS (M−H+)=339. Reactants: C[Si](CCOCCl)(C)C (2-(trimethylsilanyl)ethoxymethyl chloride), C(O)([O-])=O.[Na+] (sodium hydrogencarbonate), C(C)N1C(NC2=C1C=CC=C2C)=O (1-ethyl-4-methyl-1,3-dihydrobenzimidazol-2-one), [H-].[Na+] (sodium hydride). The solvent is CN(C=O)C (N,N-dimethylformamide). Conditions: temperature 0 celsius, time 30 minute. Yields the product C(C)N1C(N(C2=C1C=CC=C2C)COCC[Si](C)(C)C)=O (1-Ethyl-4-methyl-3-(2-trimethylsilanylethoxymethyl)-1,3-dihydrobenzimidazol-2-one), SiO2. RXN SMILES: [CH2:1]([N:3]1[C:7]2[CH:8]=[CH:9][CH:10]=[C:11]([CH3:12])[C:6]=2[NH:5][C:4]1=[O:13])[CH3:2].[H-].[Na+].[CH3:16][Si:17]([CH3:24])([CH3:23])[CH2:18][CH2:19][O:20][CH2:21]Cl.C(=O)([O-])O.[Na+]>CN(C)C=O>[CH2:1]([N:3]1[C:7]2[CH:8]=[CH:9][CH:10]=[C:11]([CH3:12])[C:6]=2[N:5]([CH2:21][O:20][CH2:19][CH2:18][Si:17]([CH3:24])([CH3:23])[CH3:16])[C:4]1=[O:13])[CH3:2] |f:1.2,4.5|. Reported procedure: A solution of 3.500 g of 1-ethyl-4-methyl-1,3-dihydrobenzimidazol-2-one in 40 ml of anhydrous N,N-dimethylformamide is admixed at 0° C. with 0.874 g of sodium hydride dispersion (60%). The reaction mixture is stirred at 0° C. over a further 30 minutes and 4.06 ml of 2-(trimethylsilanyl)ethoxymethyl chloride are added dropwise. The reaction mixture is stirred at 20° C. over 14 hours, poured onto 150 ml of saturated aqueous sodium hydrogencarbonate solution and extracted with tert-butyl methyl eth... Starting materials: O (water), ClCCCCCC1=CC=CC=2N1C=CN2 (5-(5-chloropentyl)imidazo[1,2-a]pyridine), [K].O1C(NC(C1)=O)=O (oxazolidine-2,4-dione potassium salt), [I-].[Na+] (sodium iodide). The solvent is CN(C=O)C (N,N-dimethylformamide). Reaction conditions: temperature 80 celsius, time 16 hour. The product is N=1C=CN2C1C=CC=C2CCCCCN2C(OCC2=O)=O (3-[5-(imidazo[1,2-a]pyridin-5-yl)pentyl]-oxazolidine-2,4-dione). RXN SMILES: Cl[CH2:2][CH2:3][CH2:4][CH2:5][CH2:6][C:7]1[N:12]2[CH:13]=[CH:14][N:15]=[C:11]2[CH:10]=[CH:9][CH:8]=1.[K].[O:17]1[CH2:21][C:20](=[O:22])[NH:19][C:18]1=[O:23].[I-].[Na+].O>CN(C)C=O>[N:15]1[CH:14]=[CH:13][N:12]2[C:7]([CH2:6][CH2:5][CH2:4][CH2:3][CH2:2][N:19]3[C:20](=[O:22])[CH2:21][O:17][C:18]3=[O:23])=[CH:8][CH:9]=[CH:10][C:11]=12 |f:1.2,3.4,^1:15|. Procedure details: To a solution of 15.59 g (70 mmol) of 5-(5-chloropentyl)imidazo[1,2-a]pyridine and 9.74 g (70 mmol) of oxazolidine-2,4-dione potassium salt in 300 ml of N,N-dimethylformamide, 10.49 g (70 mmol) of sodium iodide was added, followed by stirring at 80° C. for 16 hours. After cooling, the reaction mixture was poured into water and extracted with ethyl acetate. The organic layer was washed with water and dried, after which the solvent was distilled off. The residue was purified by column chromatograp... Reactants: O(C1=CC=CC=C1)CC(C)=O (Phenoxy-2-propanone), O (water), CCOCC (ether), [BH4-].[Na+] (Sodium borohydride). Solvent: C(C)O (ethanol). Reaction conditions: temperature 0 celsius. The product is O(C1=CC=CC=C1)CC(C)O (1-Phenoxy-2-propanol). Yield: 84.1%. Reaction SMILES: [O:1]([CH2:8][C:9](=[O:11])[CH3:10])[C:2]1[CH:7]=[CH:6][CH:5]=[CH:4][CH:3]=1.[BH4-].[Na+].O.CCOCC>C(O)C>[O:1]([CH2:8][CH:9]([OH:11])[CH3:10])[C:2]1[CH:7]=[CH:6][CH:5]=[CH:4][CH:3]=1 |f:1.2|. Procedure: Phenoxy-2-propanone (3.4 mL, 25 mmol) was dissolved in ethanol (30 mL) and cooled to 0° C. Sodium borohydride (0.95 g; 25 mmol; 1 equiv.) was added. The mixture was stirred and allowed to warm to room temperature overnight. All of the starting material was gone according to tlc analysis, so the mixture was poured into water (30 mL) and ether (30 mL). The layers were separated and the aqueous layer was extracted with ether (2×20 mL). The organic layers were combined and concentrated. The resultin... Starting materials: ClC1=CC(=C(C#N)C=C1)NC(=O)OCC (4-chloro-2-(ethoxycarbonylamino)benzonitrile), BrCC(=S)C1=CC=C(C=C1)C (2-bromo-4′-methylthioacetophenone). Product: NC1=C(N(C2=CC(=CC=C12)Cl)C(=O)OCC)C(C1=CC=C(C=C1)C)=S (3-Amino-6-chloro-1-ethoxycarbonyl-2-(4-methylthiobenzoyl)indole). RXN SMILES: [Cl:1][C:2]1[CH:9]=[CH:8][C:5]([C:6]#[N:7])=[C:4]([NH:10][C:11]([O:13][CH2:14][CH3:15])=[O:12])[CH:3]=1.Br[CH2:17][C:18]([C:20]1[CH:25]=[CH:24][C:23]([CH3:26])=[CH:22][CH:21]=1)=[S:19]>>[NH2:7][C:6]1[C:5]2[C:4](=[CH:3][C:2]([Cl:1])=[CH:9][CH:8]=2)[N:10]([C:11]([O:13][CH2:14][CH3:15])=[O:12])[C:17]=1[C:18](=[S:19])[C:20]1[CH:25]=[CH:24][C:23]([CH3:26])=[CH:22][CH:21]=1. Procedure: The title compound was prepared according to the procedure described in step 2 of Example 1 from 4-chloro-2-(ethoxycarbonylamino)benzonitrile (Example 1, step 1) and 2-bromo-4′-methylthioacetophenone (Cutler et al., J. Am. Chem. Soc., 1952, 74, 5475). 1H-NMR (CDCl3) δ: 8.25 (1H, d, J=1.8 Hz), 7.67 (2H, d, J=8.4 Hz), 7.53 (1H, d, J=8.4 Hz), 7.31-7.23 (3H, m), 5.75 (2H, br s), 3.82 (2H, q, J=7.0 Hz), 2.51 (3H, s), 0.89 (3H, t, J=7.0 Hz) The reactants are N#Cc1ccc(CBr)cc1, O=C([O-])[O-], COc1ccc(C(=O)N2CCNCC2)cc1OCCc1ccc(Cl)cc1Cl, Cl, [K+], [K+], CN(C)C=O. Product: COc1ccc(C(=O)N2CCN(Cc3ccc(C#N)cc3)CC2)cc1OCCc1ccc(Cl)cc1Cl. RXN SMILES: [Br:35][CH2:36][c:37]1[cH:38][cH:39][c:40]([C:41]#[N:42])[cH:43][cH:44]1.[C:29](=[O:30])([O-:31])[O-:32].[Cl:1][c:2]1[c:3]([CH2:9][CH2:10][O:11][c:12]2[cH:13][c:14]([C:20](=[O:21])[N:22]3[CH2:23][CH2:24][NH:25][CH2:26][CH2:27]3)[cH:15][cH:16][c:17]2[O:18][CH3:19])[cH:4][cH:5][c:6]([Cl:8])[cH:7]1.[ClH:28].[K+:33].[K+:34].[O:45]=[CH:46][N:47]([CH3:48])[CH3:49]>>[Cl:1][c:2]1[c:3]([CH2:9][CH2:10][O:11][c:12]2[cH:13][c:14]([C:20](=[O:21])[N:22]3[CH2:23][CH2:24][N:25]([CH2:36][c:37]4[cH:38][cH:39][c:40]([C:41]#[N:42])[cH:43][cH:44]4)[CH2:26][CH2:27]3)[cH:15][cH:16][c:17]2[O:18][CH3:19])[cH:4][cH:5][c:6]([Cl:8])[cH:7]1. Reported procedure: A 3 L one neck flask fit with an overhead stirrer, condenser, nitrogen inlet, solids addition funnel, and thermometer was charged with crude 6-t-butyl-1-indanone (109 g, 0.577 mol) and anhydrous ethanol (1.5 L). The reaction was heated to 30-40° C. and sodium borohydride (43.6 g, 1.15 mol) was added over the course of 30 min followed by heating to reflux overnight. The next day an additional amount of sodium borohydride is added (12.0 g, 0.32 mol) and reflux continued for an hour. The reaction w... Conditions: temperature 35 celsius. Isolated yield 68.8%. Reaction SMILES: [C:1]([C:5]1[CH:13]=[C:12]2[C:8]([CH2:9][CH2:10][C:11]2=[O:14])=[CH:7][CH:6]=1)([CH3:4])([CH3:3])[CH3:2].[BH4-].[Na+]>C(O)C>[C:1]([C:5]1[CH:13]=[C:12]2[C:8]([CH2:9][CH2:10][CH:11]2[OH:14])=[CH:7][CH:6]=1)([CH3:4])([CH3:2])[CH3:3] |f:1.2|. The product is C(C)(C)(C)C1=CC=C2CCC(C2=C1)O (6-t-butyl-1-indanol). Run in C(C)O (ethanol). Starting materials: one, C(C)(C)(C)C1=CC=C2CCC(C2=C1)=O (6-t-butyl-1-indanone), [BH4-].[Na+] (sodium borohydride), [BH4-].[Na+] (sodium borohydride). Starting materials: ice water, C(C1=CC=NC=C1)(=O)O (Isonicotinic acid), [Cl-].COC1=CC=C(C(C[NH3+])=O)C=C1 (p-methoxy phenacylammonium chloride), acid chloride. Run in S(=O)(Cl)Cl (thionyl chloride). Reaction conditions: time 2 hour. Yields the product C(C1=CC=NC=C1)(=O)NCC(=O)C1=CC=C(C=C1)OC (α-isonicotinamido-p-methoxyacetophenone). Reaction SMILES: [C:1]([OH:9])(=O)[C:2]1[CH:7]=[CH:6][N:5]=[CH:4][CH:3]=1.[Cl-].[CH3:11][O:12][C:13]1[CH:22]=[CH:21][C:16]([C:17](=[O:20])[CH2:18][NH3+:19])=[CH:15][CH:14]=1>S(Cl)(Cl)=O>[C:1]([NH:19][CH2:18][C:17]([C:16]1[CH:21]=[CH:22][C:13]([O:12][CH3:11])=[CH:14][CH:15]=1)=[O:20])(=[O:9])[C:2]1[CH:3]=[CH:4][N:5]=[CH:6][CH:7]=1 |f:1.2|. Procedure details: Isonicotinic acid (24.93 g., 0.0938 mole) and thionyl chloride (50 ml) is refluxed for 1 hour. The crude acid chloride which remains after removal of excess thionyl chloride at diminished pressure is dissolved in dry pyridine (200 ml) and p-methoxy phenacylammonium chloride (19.00 g, 0.938 mole) is added portion wise to the stirred solution. The addition is exothermic.. After the addition is completed, the reaction mixture is heated and stirred on a boiling water bath for 2 hours and then poured... Starting materials: CC1=CC=CC(=C1C(=O)O)N (6-methyl-2-aminobenzoic acid), C(C)(=O)OC(C)=O (Acetic anhydride), resultant solution, O (water). Run in C(C)(=O)O (acetic acid). Yields the product CC1=CC=CC(=C1C(=O)O)NC(C)=O (6-methyl-2-acetylaminobenzoic acid). Isolated yield 85.0%. RXN SMILES: [CH3:1][C:2]1[C:7]([C:8]([OH:10])=[O:9])=[C:6]([NH2:11])[CH:5]=[CH:4][CH:3]=1.[C:12](OC(=O)C)(=[O:14])[CH3:13].O>C(O)(=O)C>[CH3:1][C:2]1[C:7]([C:8]([OH:10])=[O:9])=[C:6]([NH:11][C:12](=[O:14])[CH3:13])[CH:5]=[CH:4][CH:3]=1. Procedure: A suspension of 15.2 g (100 mmoles) of 6-methyl-2-aminobenzoic acid (obtained from the Aldrich Chemical Company, Inc., Milwaukee Wis.) in 150 mL of glacial acetic acid was heated in a water bath to promote homogeneity. Acetic anhydride, 15 mL (159 mmole), was added and the resultant solution kept in the hot water bath for 40 minutes. Upon cooling to near room temperature, the dark solution was poured over crushed ice. When all ice had melted, the pale beige solid which had separated was collecte... Starting materials: CCCOC(=N)c1cncc(CC)c1, CC#N, N#CN. Yields the product CCCOC(=NC#N)c1cncc(CC)c1. Reaction SMILES: [CH2:1]([CH3:2])[c:3]1[cH:4][c:5]([C:9]([O:10][CH2:11][CH2:12][CH3:13])=[NH:14])[cH:6][n:7][cH:8]1.[CH3:18][C:19]#[N:20].[NH2:15][C:16]#[N:17]>>[CH2:1]([CH3:2])[c:3]1[cH:4][c:5]([C:9]([O:10][CH2:11][CH2:12][CH3:13])=[N:14][C:16]#[N:15])[cH:6][n:7][cH:8]1.